Dataset: the Open Reaction Database (ORD), a public repository of structured organic reaction records. Task: describe an organic reaction: reactants, conditions, products, and yield The reactants are Oc1ccc(OCc2ccccc2)cc1, CCO, [Na+], [OH-], CCCCCCC(C)OS(=O)(=O)c1ccc(C)cc1. Yields the product CCCCCCC(C)Oc1ccc(OCc2ccccc2)cc1. RXN SMILES: [CH2:1]([c:2]1[cH:3][cH:4][cH:5][cH:6][cH:7]1)[O:8][c:9]1[cH:10][cH:11][c:12]([OH:15])[cH:13][cH:14]1.[CH3:37][CH2:38][OH:39].[Na+:17].[OH-:16].[c:18]1([CH3:19])[cH:20][cH:21][c:22]([S:23]([O:24][CH:28]([CH2:29][CH2:30][CH2:31][CH2:32][CH2:33][CH3:34])[CH3:35])(=[O:25])=[O:26])[cH:27][cH:36]1>>[CH2:1]([c:2]1[cH:3][cH:4][cH:5][cH:6][cH:7]1)[O:8][c:9]1[cH:10][cH:11][c:12]([O:15][CH:28]([CH2:29][CH2:30][CH2:31][CH2:32][CH2:33][CH3:34])[CH3:35])[cH:13][cH:14]1. Reactants: CC(=O)c1cc2c(I)cccc2s1, Cc1ccccc1, CCO, CCOc1c(B(O)O)cc(C(C)C)cc1C(C)C, [Na+], [Na+], O=C([O-])[O-], O, c1ccc(P(c2ccccc2)(c2ccccc2)[Pd](P(c2ccccc2)(c2ccccc2)c2ccccc2)(P(c2ccccc2)(c2ccccc2)c2ccccc2)P(c2ccccc2)(c2ccccc2)c2ccccc2)cc1. Yields the product CCOc1c(-c2cccc3sc(C(C)=O)cc23)cc(C(C)C)cc1C(C)C. As a reaction SMILES: [C:19]([CH3:20])(=[O:21])[c:22]1[cH:23][c:24]2[c:25]([s:26]1)[cH:27][cH:28][cH:29][c:30]2[I:31].[CH3:39][c:40]1[cH:41][cH:42][cH:43][cH:44][cH:45]1.[CH3:46][CH2:47][OH:48].[CH:1]([CH3:2])([CH3:3])[c:4]1[c:5]([O:16][CH2:17][CH3:18])[c:6]([B:13]([OH:14])[OH:15])[cH:7][c:8]([CH:10]([CH3:11])[CH3:12])[cH:9]1.[Na+:32].[Na+:33].[O-:34][C:35](=[O:36])[O-:37].[OH2:38].[cH:49]1[cH:50][cH:51][c:52]([P:53]([Pd:54]([P:55]([c:56]2[cH:57][cH:58][cH:59][cH:60][cH:61]2)([c:62]2[cH:63][cH:64][cH:65][cH:66][cH:67]2)[c:68]2[cH:69][cH:70][cH:71][cH:72][cH:73]2)([P:74]([c:75]2[cH:76][cH:77][cH:78][cH:79][cH:80]2)([c:81]2[cH:82][cH:83][cH:84][cH:85][cH:86]2)[c:87]2[cH:88][cH:89][cH:90][cH:91][cH:92]2)[P:93]([c:94]2[cH:95][cH:96][cH:97][cH:98][cH:99]2)([c:100]2[cH:101][cH:102][cH:103][cH:104][cH:105]2)[c:106]2[cH:107][cH:108][cH:109][cH:110][cH:111]2)([c:112]2[cH:113][cH:114][cH:115][cH:116][cH:117]2)[c:118]2[cH:119][cH:120][cH:121][cH:122][cH:123]2)[cH:124][cH:125]1>>[CH:1]([CH3:2])([CH3:3])[c:4]1[c:5]([O:16][CH2:17][CH3:18])[c:6](-[c:30]2[c:24]3[cH:23][c:22]([C:19]([CH3:20])=[O:21])[s:26][c:25]3[cH:27][cH:28][cH:29]2)[cH:7][c:8]([CH:10]([CH3:11])[CH3:12])[cH:9]1.